The task is: describe an organic reaction: reactants, conditions, products, and yield. This data is from the Open Reaction Database (ORD), a public repository of structured organic reaction records. The reactants are CO\N=C(/COC1=CC=C(C=C1)CO)\C1=CC=C(C=C1)OC ((1Z)-2-[4-(hydroxy methyl)phenoxy]-1-(4-methoxyphenyl)ethanone O-methyloxime), FC1=C(C=CC(=C1)O)CCC(=O)OC (methyl 3-(2-fluoro-4-hydroxyphenyl)propanoate). Yields the product FC1=C(C=CC(=C1)OCC1=CC=C(C=C1)OC\C(\C1=CC=C(C=C1)OC)=N/OC)CCC(=O)O (3-{2-Fluoro-4-[(4-{[(2Z)-2-(methoxyimino)-2-(4-methoxyphenyl)ethyl]oxy}benzyl)oxy]phenyl}propanoic acid). The yield is 71.0%. As a reaction SMILES: [CH3:1][O:2]/[N:3]=[C:4](/[C:15]1[CH:20]=[CH:19][C:18]([O:21][CH3:22])=[CH:17][CH:16]=1)\[CH2:5][O:6][C:7]1[CH:12]=[CH:11][C:10]([CH2:13][OH:14])=[CH:9][CH:8]=1.[F:23][C:24]1[CH:29]=[C:28](O)[CH:27]=[CH:26][C:25]=1[CH2:31][CH2:32][C:33]([O:35]C)=[O:34]>>[F:23][C:24]1[CH:29]=[C:28]([O:14][CH2:13][C:10]2[CH:9]=[CH:8][C:7]([O:6][CH2:5]/[C:4](=[N:3]\[O:2][CH3:1])/[C:15]3[CH:16]=[CH:17][C:18]([O:21][CH3:22])=[CH:19][CH:20]=3)=[CH:12][CH:11]=2)[CH:27]=[CH:26][C:25]=1[CH2:31][CH2:32][C:33]([OH:35])=[O:34]. Procedure details: Compound 40 was synthesized from (1Z)-2-[4-(hydroxy methyl)phenoxy]-1-(4-methoxyphenyl)ethanone O-methyloxime (0.25 g, 0.84 mmol) and methyl 3-(2-fluoro-4-hydroxyphenyl)propanoate (0.2 g, 0.94 mmol) by following the procedure described in scheme 18 (0.1 g, yield: 71.00%); Purity: 98.10%.